From a dataset of the Open Reaction Database (ORD), a public repository of structured organic reaction records. describe an organic reaction: reactants, conditions, products, and yield Starting materials: C (charcoal), CC(=O)OCC1=C(N2[C@@H]([C@@H](C2=O)N)SC1)C(=O)O (7-ACA), C(=O)(O)[O-].[Na+] (NaHCO3), SC1=NN=C(N1)C (5-mercapto-2-methyl-1,3,4-triazole), P(=O)([O-])([O-])[O-] (phosphate), Cl (hydrochloric acid). Solvent: CC(=O)C (acetone). Product: NC1[C@@H]2N(C(=C(CS2)CSC2=NN=C(N2)C)C(=O)O)C1=O (7-amino-3-(2-methyl-1,3,4-triazol-5-ylthiomethyl)-3-cephem-4 -carboxylic acid). RXN SMILES: CC(O[CH2:5][C:6]1[CH2:15][S:14][C@@H:9]2[C@H:10]([NH2:13])[C:11](=[O:12])[N:8]2[C:7]=1[C:16]([OH:18])=[O:17])=O.[SH:19][C:20]1[NH:24][C:23]([CH3:25])=[N:22][N:21]=1.P([O-])([O-])([O-])=O.C([O-])(O)=O.[Na+].C.Cl>CC(C)=O>[NH2:13][CH:10]1[C:11](=[O:12])[N:8]2[C:7]([C:16]([OH:18])=[O:17])=[C:6]([CH2:5][S:19][C:20]3[NH:24][C:23]([CH3:25])=[N:22][N:21]=3)[CH2:15][S:14][C@H:9]12 |f:3.4|. Procedure: 7-ACA (13.65 g) and 5-mercapto-2-methyl-1,3,4-triazole (8.15 g) are suspended in 500 ml. of phosphate buffer 0.2 M (Na2HPO4 /NaH2PO4) pH 6.5. To the suspension are added with stirring 10.93 g. of NaHCO3. The reaction medium is heated for 80 minutes with stirring on a 80° C water bath. The solution is then treated with charcoal, cooled (5°-10° C) and acidified to pH 4 with 2 N hydrochloric acid. The obtained suspension is diluted with 150 ml. of acetone and stirred for 30 minutes. The precipitate...